Dataset: the Open Reaction Database (ORD), a public repository of structured organic reaction records. Task: describe an organic reaction: reactants, conditions, products, and yield The reactants are NC1=NC=NC(=C1C(=O)N)N1CCC(CC1)C=1N(C=C(N1)C1=CC(=C(C=C1)F)C(F)(F)F)C (4-Amino-6-{4-[4-(4-fluoro-3-trifluoromethyl-phenyl)-1-methyl-1H-imidazol-2-yl]-piperidin-1-yl}-pyrimidine-5-carboxamide), NC1=NC=NC(=C1C#N)N1CCC(CC1)C=1N(C=C(N1)C1=CC(=C(C=C1)F)C(F)(F)F)CCNC(COC)C (4-Amino-6-(4-{4-(4-fluoro-3-trifluoromethyl-phenyl)-1-[2-(2-methoxy-1-methyl-ethylamino)-ethyl]-1H-imidazol-2-yl}-piperidin-1-yl)-pyrimidine-5-carbonitrile). Yields the product NC1=NC=NC(=C1C(=O)N)N1CCC(CC1)C=1N(C=C(N1)C1=CC(=C(C=C1)F)C(F)(F)F)CCNC(COC)C (4-Amino-6-(4-{4-(4-fluoro-3-trifluoromethyl-phenyl)-1-[2-(2-methoxy-1-methyl-ethylamino)-ethyl]-1H-imidazol-2-yl}-piperidin-1-yl)-pyrimidine-5-carboxylic acid amide). Reaction SMILES: [NH2:1][C:2]1[C:7]([C:8]([NH2:10])=[O:9])=[C:6]([N:11]2[CH2:16][CH2:15][CH:14]([C:17]3[N:18]([CH3:33])[CH:19]=[C:20]([C:22]4[CH:27]=[CH:26][C:25]([F:28])=[C:24]([C:29]([F:32])([F:31])[F:30])[CH:23]=4)[N:21]=3)[CH2:13][CH2:12]2)[N:5]=[CH:4][N:3]=1.NC1C(C#N)=C(N2CCC(C3N(C[CH2:66][NH:67][CH:68]([CH3:72])[CH2:69][O:70][CH3:71])C=C(C4C=CC(F)=C(C(F)(F)F)C=4)N=3)CC2)N=CN=1>>[NH2:1][C:2]1[C:7]([C:8]([NH2:10])=[O:9])=[C:6]([N:11]2[CH2:16][CH2:15][CH:14]([C:17]3[N:18]([CH2:33][CH2:66][NH:67][CH:68]([CH3:72])[CH2:69][O:70][CH3:71])[CH:19]=[C:20]([C:22]4[CH:27]=[CH:26][C:25]([F:28])=[C:24]([C:29]([F:32])([F:31])[F:30])[CH:23]=4)[N:21]=3)[CH2:13][CH2:12]2)[N:5]=[CH:4][N:3]=1. Reported procedure: The title compound was prepared in an analogous manner as 4-Amino-6-{4-[4-(4-fluoro-3-trifluoromethyl-phenyl)-1-methyl-1H-imidazol-2-yl]-piperidin-1-yl}-pyrimidine-5-carboxamide using 4-Amino-6-(4-{4-(4-fluoro-3-trifluoromethyl-phenyl)-1-[2-(2-methoxy-1-methyl-ethylamino)-ethyl]-1H-imidazol-2-yl}-piperidin-1-yl)-pyrimidine-5-carbonitrile instead of 4-amino-6-(4-{4-[4-fluoro-3-(trifluoromethyl)phenyl]-1-methyl-1H-imidazol-2-yl}piperidin-1-yl)pyrimidine-5-carbonitrile. LC-MS: (M+1=565, obsd.=565). The reactants are CCOC(=O)c1ccncc1NC(=O)OCc1cc2cc(-c3ccccc3)ccc2o1, C1CCOC1, [Li+], [OH-]. Yields the product O=C(Nc1cnccc1C(=O)O)OCc1cc2cc(-c3ccccc3)ccc2o1. Reaction SMILES: [CH2:1]([CH3:2])[O:3][C:4]([c:5]1[c:6]([NH:11][C:12](=[O:13])[O:14][CH2:15][c:16]2[o:17][c:18]3[c:19]([cH:20]2)[cH:21][c:22](-[c:25]2[cH:26][cH:27][cH:28][cH:29][cH:30]2)[cH:23][cH:24]3)[cH:7][n:8][cH:9][cH:10]1)=[O:31].[CH2:34]1[O:35][CH2:36][CH2:37][CH2:38]1.[Li+:33].[OH-:32]>>[O:3]=[C:4]([c:5]1[c:6]([NH:11][C:12](=[O:13])[O:14][CH2:15][c:16]2[o:17][c:18]3[c:19]([cH:20]2)[cH:21][c:22](-[c:25]2[cH:26][cH:27][cH:28][cH:29][cH:30]2)[cH:23][cH:24]3)[cH:7][n:8][cH:9][cH:10]1)[OH:31]. The reactants are O (water), C1=C(C=CC2=CC=CC=C12)C1=CC2CCC(C1)N2C(=O)OCC (3-(naphth-2-yl)-8-ethoxycarbonyl-8-azabicyclo[3.2.1]oct-2-ene), O.NN (hydrazine hydrate), [OH-].[K+] (potassium hydroxide). Run in C(CO)O (ethylene glycol). The product is C1=C(C=CC2=CC=CC=C12)C1=CC2CCC(C1)N2 (3-(naphth-2-yl)-8-azabicyclo[3.2.1]oct-2-ene). As a reaction SMILES: [CH:1]1[C:10]2[C:5](=[CH:6][CH:7]=[CH:8][CH:9]=2)[CH:4]=[CH:3][C:2]=1[C:11]1[CH2:17][CH:16]2[N:18](C(OCC)=O)[CH:13]([CH2:14][CH2:15]2)[CH:12]=1.O.NN.[OH-].[K+].O>C(O)CO>[CH:1]1[C:10]2[C:5](=[CH:6][CH:7]=[CH:8][CH:9]=2)[CH:4]=[CH:3][C:2]=1[C:11]1[CH2:12][CH:13]2[NH:18][CH:16]([CH2:15][CH2:14]2)[CH:17]=1 |f:1.2,3.4|. Procedure details: A mixture of 5.0 gm (16.3 mMol) 3-(naphth-2-yl)-8-ethoxycarbonyl-8-azabicyclo[3.2.1]oct-2-ene, 4.07 gm (81.3 mMol) hydrazine hydrate, and 5.49 gm (97.8 mMol) potassium hydroxide in 120 mL ethylene glycol was heated at reflux for 2 hours. The reaction mixture was allowed to cool gradually to room temperature. After 16 hours the reaction mixture was poured into water and extracted well with diethyl ether. The organic phase was dried over sodium sulfate and concentrated under reduced pressure. The ... Reactants: OO (hydrogen peroxide), ClCCSCC1=CC=CC=2C(C(=C(OC21)C2=CC=CC=C2)C)=O (8-(2-Chloroethylthiomethyl)-3-methyl-4-oxo-2-phenyl-4H-1-benzopyran), C(C)(=O)O (acetic acid), O (water). Run at temperature 60 celsius, time 4.5 hour. Product: ClCCS(=O)(=O)CC1=CC=CC=2C(C(=C(OC21)C2=CC=CC=C2)C)=O (8-(2-Chloroethylsulfonylmethyl)-3-methyl-4-oxo-2-phenyl-4H-1-benzopyran). RXN SMILES: OO.[Cl:3][CH2:4][CH2:5][S:6][CH2:7][C:8]1[C:17]2[O:16][C:15]([C:18]3[CH:23]=[CH:22][CH:21]=[CH:20][CH:19]=3)=[C:14]([CH3:24])[C:13](=[O:25])[C:12]=2[CH:11]=[CH:10][CH:9]=1.[OH2:26].C(O)(=[O:29])C>>[Cl:3][CH2:4][CH2:5][S:6]([CH2:7][C:8]1[C:17]2[O:16][C:15]([C:18]3[CH:23]=[CH:22][CH:21]=[CH:20][CH:19]=3)=[C:14]([CH3:24])[C:13](=[O:25])[C:12]=2[CH:11]=[CH:10][CH:9]=1)(=[O:29])=[O:26]. Reported procedure: 41.6 ml of aqueous 30% hydrogen peroxide was added dropwise at 40° C. over a period of 20 minutes to a solution of 26.2 g of Intermediate XXI in 300 ml of glacial acetic acid. The mixture was heated to 60° C., stirred at that temperature for 4.5 hours, cooled to ambient temperature and poured into 60 ml of water. Filtration on a Buchner funnel gave a filter cake which was washed with water and desiccated, yielding 29.4 g of the title compound. A sample was crystallized from ethanol. m.p. (89) 15... The reactants are NC=1C(N(C(N(C1N)C)=O)C)=O (5,6-diamino-1,3dimethyluracil), COC1=C(C=CC(=O)O)C=CC(=C1C)OC (2,4 -dimethoxy-3methylcinnamic acid). The product is COC1=C(/C=C/C2=NC=3N(C(N(C)C(C3N2)=O)=O)C)C=CC(=C1C)OC ((E)-8-(2,4-Dimethoxy-3-methylstyryl)theophylline). Isolated yield 27.7%. Reaction SMILES: [NH2:1][C:2]1[C:3](=[O:12])[N:4]([CH3:11])[C:5](=[O:10])[N:6]([CH3:9])[C:7]=1[NH2:8].[CH3:13][O:14][C:15]1[C:25]([CH3:26])=[C:24]([O:27][CH3:28])[CH:23]=[CH:22][C:16]=1[CH:17]=[CH:18][C:19](O)=O>>[CH3:13][O:14][C:15]1[C:25]([CH3:26])=[C:24]([O:27][CH3:28])[CH:23]=[CH:22][C:16]=1/[CH:17]=[CH:18]/[C:19]1[NH:1][C:2]2[C:3](=[O:12])[N:4]([CH3:11])[C:5](=[O:10])[N:6]([CH3:9])[C:7]=2[N:8]=1. Procedure: Substantially the same procedure as in Example 7 was repeated using 1.0 g (5.88 mmol) of 5,6-diamino-1,3dimethyluracil and 1.44 g (6.45 mmol) of 2,4 -dimethoxy-3methylcinnamic acid. Then, the resultant crude crystals were recrystallized from dioxane to give 581 mg (yield 28%) of Compound 94 as pale yellow needles. The reactants are C1CCOC1, C[Si](C)(C)[N-][Si](C)(C)C, COC[P+](c1ccccc1)(c1ccccc1)c1ccccc1, Cc1ccccc1, Cc1cc(C=O)ccc1Oc1ccc(C#N)cn1, [Cl-], [K+]. Yields the product COC=Cc1ccc(Oc2ccc(C#N)cn2)c(C)c1. As a reaction SMILES: [CH2:59]1[O:60][CH2:61][CH2:62][CH2:63]1.[CH3:25][Si:26]([N-:27][Si:28]([CH3:29])([CH3:30])[CH3:31])([CH3:32])[CH3:33].[CH3:2][O:3][CH2:4][P+:5]([c:6]1[cH:7][cH:8][cH:9][cH:10][cH:11]1)([c:12]1[cH:13][cH:14][cH:15][cH:16][cH:17]1)[c:18]1[cH:19][cH:20][cH:21][cH:22][cH:23]1.[CH3:34][c:35]1[cH:36][cH:37][cH:38][cH:39][cH:40]1.[CH:41](=[O:42])[c:43]1[cH:44][c:45]([CH3:58])[c:46]([O:47][c:48]2[n:49][cH:50][c:51]([C:52]#[N:53])[cH:54][cH:55]2)[cH:56][cH:57]1.[Cl-:1].[K+:24]>>[CH3:2][O:3][CH:4]=[CH:41][c:43]1[cH:44][c:45]([CH3:58])[c:46]([O:47][c:48]2[n:49][cH:50][c:51]([C:52]#[N:53])[cH:54][cH:55]2)[cH:56][cH:57]1.